Task: describe an organic reaction: reactants, conditions, products, and yield. Dataset: the Open Reaction Database (ORD), a public repository of structured organic reaction records Reactants: C[Si](OC1=CC(=C(C=2C(OC[C@@H](CCC(N[C@@H](CSCC21)C2=NC(=NO2)C)=S)CO)=O)C)OC)(C(C(C)C)(C)C)C ((4R,9S)-16-[dimethyl-(1,1,2-trimethylpropyl)-silanyloxy]-9-hydroxymethyl-14-methoxy-13-methyl-4-(3-methyl-1,2,4-oxadiazol-5-yl)-6-thioxo-1,3,4,5,6,7,8,9,10,12-decahydro-11,2,5-benzoxathiaazacyclotetradecin-12-one), CS(=O)(=O)Cl (methanesulfonyl chloride). Run in N1=CC=CC=C1 (pyridine). The product is C[Si](OC1=CC(=C(C=2C(OC[C@@H](CCC(N[C@@H](CSCC21)C2=NC(=NO2)C)=S)COS(=O)(=O)C)=O)C)OC)(C(C(C)C)(C)C)C ((4R,9R)-16-[dimethyl-(1,1,2-trimethyl-propyl)-silanyloxy]-14-methoxy-13-methyl-4-(3-methyl-1,2,4-oxadiazol-5-yl)-9-(methylsulfonyloxymethyl)-6-thioxo-1,3,4,5,6,7,8,9,10,12-decahydro-11,2,5-benzoxathiaazacyclotetradecin-12-one). The yield is 131.9%. As a reaction SMILES: [CH3:1][Si:2]([CH3:41])([C:35]([CH3:40])([CH3:39])[CH:36]([CH3:38])[CH3:37])[O:3][C:4]1[C:21]2[CH2:20][S:19][CH2:18][C@@H:17]([C:22]3[O:26][N:25]=[C:24]([CH3:27])[N:23]=3)[NH:16][C:15](=[S:28])[CH2:14][CH2:13][C@@H:12]([CH2:29][OH:30])[CH2:11][O:10][C:9](=[O:31])[C:8]=2[C:7]([CH3:32])=[C:6]([O:33][CH3:34])[CH:5]=1.[CH3:42][S:43](Cl)(=[O:45])=[O:44]>N1C=CC=CC=1>[CH3:41][Si:2]([CH3:1])([C:35]([CH3:39])([CH3:40])[CH:36]([CH3:37])[CH3:38])[O:3][C:4]1[C:21]2[CH2:20][S:19][CH2:18][C@@H:17]([C:22]3[O:26][N:25]=[C:24]([CH3:27])[N:23]=3)[NH:16][C:15](=[S:28])[CH2:14][CH2:13][C@@H:12]([CH2:29][O:30][S:43]([CH3:42])(=[O:45])=[O:44])[CH2:11][O:10][C:9](=[O:31])[C:8]=2[C:7]([CH3:32])=[C:6]([O:33][CH3:34])[CH:5]=1. Procedure details: A solution of 31 mg of (4R,9S)-16-[dimethyl-(1,1,2-trimethylpropyl)-silanyloxy]-9-hydroxymethyl-14-methoxy-13-methyl-4-(3-methyl-1,2,4-oxadiazol-5-yl)-6-thioxo-1,3,4,5,6,7,8,9,10,12-decahydro-11,2,5-benzoxathiaazacyclotetradecin-12-one and 11.5 mg of methanesulfonyl chloride in 0.2 ml of pyridine was stirred at 20° C. for 3 h. The solution was partitioned between dichloromethane and 1M aqueous oxalic acid. The organic layer was washed with brine, dried over sodium sulfate and evaporated in vacuo... Starting materials: ClCC(=O)NC=1SC=C(N1)/C(/C(=O)O)=N/OCCCl (2-(2-Chloroacetamidothiazol-4-yl)-2-(Z)-(2-chloroethoxyimino)acetic acid), ClN1C(CCC1=O)=O (N-chlorosuccinimide). Product: ClCC(=O)NC=1SC(=C(N1)/C(/C(=O)O)=N/OCCCl)Cl (2-(2-chloroacetamido-5-chlorothiazol-4-yl)-2(Z)-(2-chloroethoxyimino)acetic acid). RXN SMILES: [Cl:1][CH2:2][C:3]([NH:5][C:6]1[S:7][CH:8]=[C:9](/[C:11](=[N:15]/[O:16][CH2:17][CH2:18][Cl:19])/[C:12]([OH:14])=[O:13])[N:10]=1)=[O:4].[Cl:20]N1C(=O)CCC1=O>>[Cl:1][CH2:2][C:3]([NH:5][C:6]1[S:7][C:8]([Cl:20])=[C:9](/[C:11](=[N:15]/[O:16][CH2:17][CH2:18][Cl:19])/[C:12]([OH:14])=[O:13])[N:10]=1)=[O:4]. Procedure details: 2-(2-Chloroacetamidothiazol-4-yl)-2-(Z)-(2-chloroethoxyimino)acetic acid and N-chlorosuccinimide are reacted in the procedure of Reference Example 37 to give 2-(2-chloroacetamido-5-chlorothiazol-4-yl)-2(Z)-(2-chloroethoxyimino)acetic acid. The reactants are resultant mixture, COC(=O)C=1N=C(C2=CC(=CC=C2C1O)OC1=CC=CC=C1)C#N (1-cyano-4-hydroxy-7-phenoxy-isoquinoline-3-carboxylic acid methyl ester), NC1(CCC1)CC(=O)O ((1-amino-cyclobutyl)-acetic acid), C[O-].[Na+] (NaOMe), Cl (HCl). Run in O (water), CC(=O)N(C)C (DMA). Yields the product C(#N)C1=NC(=C(C2=CC=C(C=C12)OC1=CC=CC=C1)O)C(=O)NC1(CCC1)CC(=O)O ({1-[(1-Cyano-4-hydroxy-7-phenoxy-isoquinoline-3-carbonyl)-amino]-cyclobutyl}-acetic acid). The yield is 92.9%. As a reaction SMILES: CO[C:3]([C:5]1[N:6]=[C:7]([C:23]#[N:24])[C:8]2[C:13]([C:14]=1[OH:15])=[CH:12][CH:11]=[C:10]([O:16][C:17]1[CH:22]=[CH:21][CH:20]=[CH:19][CH:18]=1)[CH:9]=2)=[O:4].[NH2:25][C:26]1([CH2:30][C:31]([OH:33])=[O:32])[CH2:29][CH2:28][CH2:27]1.C[O-].[Na+].Cl>CC(N(C)C)=O.O>[C:23]([C:7]1[C:8]2[C:13](=[CH:12][CH:11]=[C:10]([O:16][C:17]3[CH:18]=[CH:19][CH:20]=[CH:21][CH:22]=3)[CH:9]=2)[C:14]([OH:15])=[C:5]([C:3]([NH:25][C:26]2([CH2:30][C:31]([OH:33])=[O:32])[CH2:29][CH2:28][CH2:27]2)=[O:4])[N:6]=1)#[N:24] |f:2.3|. Reported procedure: To a mixture of 1-cyano-4-hydroxy-7-phenoxy-isoquinoline-3-carboxylic acid methyl ester (45 mg, 0.14 mmol) and (1-amino-cyclobutyl)-acetic acid (91 mg, 0.70 mmol) (APAC Pharmaceuticals LLC, Columbia Md.) in DMA (2 mL) was added NaOMe solid (38 mg, 0.70 mmol). The resultant mixture was heated in a 150° C. oil bath for 3 h. Reaction mixture was diluted with water and acidified by 1 N HCl to pH=3-4. Precipitate was collected, rinsed with water and dried in vacuo to provide the title compound 54 mg ... Reactants: ClC=1C=C(C=CC1Cl)NC(=O)N1[C@H](C(N(CC1)CCC(=O)O)=O)C (3-[(S)-4-(3,4-dichloro-phenylcarbamoyl)-3-methyl-2-oxo-piperazin-1-yl]-propionic acid), ClC=1C=C(C=CC1Cl)NC(=O)N1[C@H](C(N(CC1)CCC(=O)O)=O)C (3-[(S)-4-(3,4-dichloro-phenylcarbamoyl)-3-methyl-2-oxo-piperazin-1-yl]-propionic acid), N1CCCCC1 (piperidine). The product is ClC=1C=C(C=CC1Cl)NC(=O)N1[C@H](C(N(CC1)CCC(N1CCCCC1)=O)=O)C ((S)-2-Methyl-3-oxo-4-(3-oxo-3-piperidin-1-yl-propyl)-piperazine-1-carboxylic acid (3,4-dichloro-phenyl)-amide). Isolated yield 73.0%. As a reaction SMILES: [Cl:1][C:2]1[CH:3]=[C:4]([NH:9][C:10]([N:12]2[CH2:17][CH2:16][N:15]([CH2:18][CH2:19][C:20](O)=[O:21])[C:14](=[O:23])[C@@H:13]2[CH3:24])=[O:11])[CH:5]=[CH:6][C:7]=1[Cl:8].[NH:25]1[CH2:30][CH2:29][CH2:28][CH2:27][CH2:26]1>>[Cl:1][C:2]1[CH:3]=[C:4]([NH:9][C:10]([N:12]2[CH2:17][CH2:16][N:15]([CH2:18][CH2:19][C:20](=[O:21])[N:25]3[CH2:30][CH2:29][CH2:28][CH2:27][CH2:26]3)[C:14](=[O:23])[C@@H:13]2[CH3:24])=[O:11])[CH:5]=[CH:6][C:7]=1[Cl:8]. Procedure details: In analogy to the procedure described in Example 15, 3-[(S)-4-(3,4-dichloro-phenylcarbamoyl)-3-methyl-2-oxo-piperazin-1-yl]-propionic acid (intermediate 12) and piperidine gave the titled compound in 73% yield as white solid. MS: 441.1 (MH+, 2Cl). Reactants: O=Cc1ccc(Br)s1, Cc1ccccc1, O, COC(=O)C=P(c1ccccc1)(c1ccccc1)c1ccccc1. Yields the product COC(=O)C=Cc1ccc(Br)s1. RXN SMILES: [Br:25][c:26]1[cH:27][cH:28][c:29]([CH:31]=[O:32])[s:30]1.[CH3:34][c:35]1[cH:36][cH:37][cH:38][cH:39][cH:40]1.[OH2:33].[c:1]1([P:2]([c:3]2[cH:4][cH:5][cH:6][cH:7][cH:8]2)([c:9]2[cH:10][cH:11][cH:12][cH:13][cH:14]2)=[CH:20][C:21](=[O:22])[O:23][CH3:24])[cH:15][cH:16][cH:17][cH:18][cH:19]1>>[CH:20]([C:21](=[O:22])[O:23][CH3:24])=[CH:31][c:29]1[cH:28][cH:27][c:26]([Br:25])[s:30]1. Reactants: CS(=O)(=O)C1=C(C=CC=C1)S(=O)(=O)Cl (2-methylsulfonylbenzenesulfonyl chloride), [H-].[Na+] (sodium hydride), C(C)(=O)ONC(=O)OC(C)(C)C ([(tert-butoxy)carbonyl]amino acetate). The product is C(C)(=O)ON(C(OC(C)(C)C)=O)S(=O)(=O)C1=C(C=CC=C1)S(=O)(=O)C (tert-butyl (acetyloxy){[2-(methylsulfonyl)phenyl]sulfonyl}carbamate). RXN SMILES: [CH3:1][S:2]([C:5]1[CH:10]=[CH:9][CH:8]=[CH:7][C:6]=1[S:11](Cl)(=[O:13])=[O:12])(=[O:4])=[O:3].[H-].[Na+].[C:17]([O:20][NH:21][C:22]([O:24][C:25]([CH3:28])([CH3:27])[CH3:26])=[O:23])(=[O:19])[CH3:18]>>[C:17]([O:20][N:21]([S:11]([C:6]1[CH:7]=[CH:8][CH:9]=[CH:10][C:5]=1[S:2]([CH3:1])(=[O:4])=[O:3])(=[O:13])=[O:12])[C:22](=[O:23])[O:24][C:25]([CH3:28])([CH3:27])[CH3:26])(=[O:19])[CH3:18] |f:1.2|. Procedure: tert-Butyl (acetyloxy){[2-(methylsulfonyl)phenyl]sulfonyl}carbamate (42) is prepared from 2-methylsulfonylbenzenesulfonyl chloride, sodium hydride and [(tert-butoxy)carbonyl]amino acetate according to Scheme 2. (0.5 g, 16%), 1H NMR (400 MHz, DMSO-d6) δ ppm 8.26-8.34 (1H, m), 8.17-8.25 (1H, m), 8.03-8.11 (2H, m), 3.46 (3H, s), 2.32 (3H, s), 1.28 (9H, s). The reactants are [BH4-], C1CCOC1, CO, [Na+], COC(=O)c1ccc(C(C)N2CCC(CCCO)(c3ccccc3)OC2=O)cc1. Product: CC(c1ccc(CO)cc1)N1CCC(CCCO)(c2ccccc2)OC1=O. As a reaction SMILES: [BH4-:30].[CH2:34]1[O:35][CH2:36][CH2:37][CH2:38]1.[CH3:32][OH:33].[Na+:31].[OH:1][CH2:2][CH2:3][CH2:4][C:5]1([c:24]2[cH:25][cH:26][cH:27][cH:28][cH:29]2)[CH2:6][CH2:7][N:8]([CH:12]([CH3:13])[c:14]2[cH:15][cH:16][c:17]([C:18](=[O:19])[O:20][CH3:21])[cH:22][cH:23]2)[C:9](=[O:11])[O:10]1>>[OH:1][CH2:2][CH2:3][CH2:4][C:5]1([c:24]2[cH:25][cH:26][cH:27][cH:28][cH:29]2)[CH2:6][CH2:7][N:8]([CH:12]([CH3:13])[c:14]2[cH:15][cH:16][c:17]([CH2:18][OH:19])[cH:22][cH:23]2)[C:9](=[O:11])[O:10]1.